Dataset: the Open Reaction Database (ORD), a public repository of structured organic reaction records. Task: describe an organic reaction: reactants, conditions, products, and yield Starting materials: O[C@@H]1[C@@H]([C@]2(CC=3C(OC(C3C)=O)=CC2=CC1)C)C ((4aR*,5R*,6S*)-6-Hydroxy-4a,5,6,7-tetrahydro-3,4a,5-trimethylnaphtho[2,3-b]furan-2(4H)-one), C(CC(C)C)(=O)Cl (isovaleryl chloride). Yields the product CC(CC(=O)O[C@@H]1[C@@H]([C@]2(CC=3C(OC(C3C)=O)=CC2=CC1)C)C)C ((4aR*,5R*,6S*)-6-(3-Methyl)butyryloxy-4a,5,6,7-tetrahydro-3,4a,5-trimethylnaphtho[2,3-b]furan-2(4H)-one). RXN SMILES: [OH:1][C@H:2]1[CH2:16][CH:15]=[C:14]2[C@:4]([CH3:17])([CH2:5][C:6]3[C:7](=[CH:13]2)[O:8][C:9](=[O:12])[C:10]=3[CH3:11])[C@H:3]1[CH3:18].[C:19](Cl)(=[O:24])[CH2:20][CH:21]([CH3:23])[CH3:22]>>[CH3:22][CH:21]([CH3:23])[CH2:20][C:19]([O:1][C@H:2]1[CH2:16][CH:15]=[C:14]2[C@:4]([CH3:17])([CH2:5][C:6]3[C:7](=[CH:13]2)[O:8][C:9](=[O:12])[C:10]=3[CH3:11])[C@H:3]1[CH3:18])=[O:24]. Procedure: The title compound was prepared in the same manner as in Example B2, except that the compound prepared in Example B1 was reacted with isovaleryl chloride.